Dataset: the Open Reaction Database (ORD), a public repository of structured organic reaction records. Task: describe an organic reaction: reactants, conditions, products, and yield The reactants are NC1=C(C=C(C=C1F)NC(=S)NCC(OC)OC)F (N-(4-amino-3,5-difluorophenyl)-N'-(β,β-dimethoxyethyl)thiourea). Run in S(O)(O)(=O)=O (sulfuric acid), O (water). Product: NC1=C(C=C(C=C1F)N1C(=NC=C1)S)F (1-(4'-amino-3',5'-difluorophenyl)imidazole-2-thiol). Reaction SMILES: [NH2:1][C:2]1[C:7]([F:8])=[CH:6][C:5]([NH:9][C:10]([NH:12][CH2:13][CH:14](OC)OC)=[S:11])=[CH:4][C:3]=1[F:19]>S(=O)(=O)(O)O.O>[NH2:1][C:2]1[C:7]([F:8])=[CH:6][C:5]([N:9]2[CH:14]=[CH:13][N:12]=[C:10]2[SH:11])=[CH:4][C:3]=1[F:19]. Reported procedure: A solution of 4-amino-3,5-difluorophenyl isothiocyanate in trichloromethane is treated with an equimolar amount of aminoacetaldehyde dimethyl acetal. The solvent is evaporated, and the residue is recrystallized from ethanol to yield N-(4-amino-3,5-difluorophenyl)-N'-(β,β-dimethoxyethyl)thiourea. A suspension of this thiourea in concentrated sulfuric acid and water (1:4) was refluxed for three hours. The mixture then is cooled and the solid that forms is filtered, washed with water, and dried. Re... Starting materials: CC(C)(C)OC(=O)N1CCC(=O)CC1, [BH3-]C#N, CC(=O)O, CO, Nc1ccccc1C(O)c1ccccc1, [Na+]. The product is CC(C)(C)OC(=O)N1CCC(Nc2ccccc2C(O)c2ccccc2)CC1. RXN SMILES: [C:16](=[O:17])([O:18][C:19]([CH3:20])([CH3:21])[CH3:22])[N:23]1[CH2:24][CH2:25][C:26](=[O:29])[CH2:27][CH2:28]1.[C:34]([BH3-:35])#[N:36].[CH3:30][C:31](=[O:32])[OH:33].[CH3:38][OH:39].[NH2:1][c:2]1[c:3]([CH:4]([c:5]2[cH:6][cH:7][cH:8][cH:9][cH:10]2)[OH:11])[cH:12][cH:13][cH:14][cH:15]1.[Na+:37]>>[NH:1]([c:2]1[c:3]([CH:4]([c:5]2[cH:6][cH:7][cH:8][cH:9][cH:10]2)[OH:11])[cH:12][cH:13][cH:14][cH:15]1)[CH:26]1[CH2:25][CH2:24][N:23]([C:16](=[O:17])[O:18][C:19]([CH3:20])([CH3:21])[CH3:22])[CH2:28][CH2:27]1. Reactants: CC(C)OC(=O)Cl, ClCCl, COC(=O)c1cc(Br)ccc1N, O, c1ccncc1. The product is COC(=O)c1cc(Br)ccc1NC(=O)OC(C)C. As a reaction SMILES: [Cl:1][C:2](=[O:3])[O:4][CH:5]([CH3:6])[CH3:7].[Cl:27][CH2:28][Cl:29].[NH2:8][c:9]1[c:10]([C:11](=[O:12])[O:13][CH3:14])[cH:15][c:16]([Br:19])[cH:17][cH:18]1.[OH2:26].[cH:20]1[cH:21][cH:22][n:23][cH:24][cH:25]1>>[C:2](=[O:3])([O:4][CH:5]([CH3:6])[CH3:7])[NH:8][c:9]1[c:10]([C:11](=[O:12])[O:13][CH3:14])[cH:15][c:16]([Br:19])[cH:17][cH:18]1. Starting materials: C(C)(C)(C)OC(NC1=CC=C(C=C1)C1=NC(=C(N=C1)C#N)Cl)=O ([4-(6-Chloro-5-cyano-pyrazin-2-yl)-phenyl]-carbamic acid tert-butyl ester), NN (hydrazine). Run in CC(C)O (iPrOH), O (water). Conditions: temperature 120 celsius. Product: C(C)(C)(C)OC(NC1=CC=C(C=C1)C1=CN=C2C(=N1)NN=C2N)=O ([4-(3-amino-1H-pyrazolo[3,4-b]pyrazin-6-yl)-phenyl]-carbamic acid tert-butyl ester). RXN SMILES: [C:1]([O:5][C:6](=[O:23])[NH:7][C:8]1[CH:13]=[CH:12][C:11]([C:14]2[CH:19]=[N:18][C:17]([C:20]#[N:21])=[C:16](Cl)[N:15]=2)=[CH:10][CH:9]=1)([CH3:4])([CH3:3])[CH3:2].[NH2:24][NH2:25]>CC(O)C.O>[C:1]([O:5][C:6](=[O:23])[NH:7][C:8]1[CH:9]=[CH:10][C:11]([C:14]2[N:15]=[C:16]3[NH:24][N:25]=[C:20]([NH2:21])[C:17]3=[N:18][CH:19]=2)=[CH:12][CH:13]=1)([CH3:4])([CH3:2])[CH3:3]. Procedure details: [4-(6-Chloro-5-cyano-pyrazin-2-yl)-phenyl]-carbamic acid tert-butyl ester (1.0 g) was suspended in a mixture of 10 ml iPrOH and 10 ml 35% hydrazine in water at RT and heated to 120° C. by microwave irradiation for 70 min under stirring in a sealed vessel. The reaction mixture was left to cool to RT, and the precipitate was filtered off and washed with water to afford [4-(3-amino-1H-pyrazolo[3,4-b]pyrazin-6-yl)-phenyl]-carbamic acid tert-butyl ester as a yellow solid after drying under vacuum. Yi... Reactants: solution, [SiH4] (silane), Cl[SiH](Cl)Cl (trichlorosilane), C=CC1=CC=CC=C1 (styrene). The reagents and catalysts are [H+].[H+].Cl[Pt-2](Cl)(Cl)(Cl)(Cl)Cl (chloroplatinic acid), C(C)(C)(C)C1=C(C(=CC=C1C)O)C(C)(C)C (di-t-butyl-p-cresol). Run in COC (dimethylether), C=C (ethylene). Reaction conditions: temperature 90 celsius. Product: C1(=CC=CC=C1)CC[Si](Cl)(Cl)Cl (phenylethyltrichlorosilane). Yield: 94.2%. Reaction SMILES: [CH2:1]=[CH:2][C:3]1[CH:8]=[CH:7][CH:6]=[CH:5][CH:4]=1.[Cl:9][SiH:10]([Cl:12])[Cl:11].[SiH4]>[H+].[H+].Cl[Pt-2](Cl)(Cl)(Cl)(Cl)Cl.COC.C=C.C(C1C(C)=CC=C(O)C=1C(C)(C)C)(C)(C)C>[C:3]1([CH2:2][CH2:1][Si:10]([Cl:12])([Cl:11])[Cl:9])[CH:8]=[CH:7][CH:6]=[CH:5][CH:4]=1 |f:3.4.5|. Procedure details: About 468 grams (4.5 moles) of styrene and about 0.5 grams of di-t-butyl-p-cresol were charged to a one liter, three necked round bottom flask fitted with a magnetic stirrer, thermometer, dropping funnel and reflux condenser bearing a nitrogen by-pass on the vent. While stirring the flask contents were heated to 90° C, and a sufficient amount of about a 2% solution of chloroplatinic acid catalyst dissolved in dimethylether of ethylene glycok to give about 25 parts by weight of plantinum per mill... Starting materials: COC=1CC(C=CC(=O)O)C=CC1 (dihydro-m-methoxycinnamic acid), B.C1CCOC1 (BH3.THF), Cl (HCl). The solvent is O1CCCC1 (tetrahydrofuran). Run at time 2 hour. Yields the product COC=1C=C(C=CC1)CCCO (3-(3-methoxyphenyl)-propanol). Yield: 84.2%. Reaction SMILES: [CH3:1][O:2][C:3]1[CH2:4][CH:5]([CH:11]=[CH:12][CH:13]=1)[CH:6]=[CH:7][C:8](O)=[O:9].B.C1COCC1.Cl>O1CCCC1>[CH3:1][O:2][C:3]1[CH:4]=[C:5]([CH2:6][CH2:7][CH2:8][OH:9])[CH:11]=[CH:12][CH:13]=1 |f:1.2|. Reported procedure: A solution of dihydro-m-methoxycinnamic acid (90 g, 0.5 mole) and tetrahydrofuran (250 mL) was stirred under N2 at 0° as BH3.THF (1M solution, 525 mL) was added slowly. The reaction mixture was stirred at room temperature for 2 hours. After cooling to -5° C., 1N HCl was added. THF was evaporated and water was added to the residue. The aqueous layer was extracted with ether. The combined extracts were washed with saturated aqueous NaHCO3, saturated aqueous NaCl, dried (MgSO4), filtered and evapor... The reactants are O (water), COC=1C(=C(N=NC1)C1=CC=NN1C1=CC=CC=C1)O (5-methoxy-3-(1-phenyl-1H-pyrazol-5-yl)pyridazin-4-ol), CS(=O)(=O)OC1CN(C1)C(C1=CC=CC=C1)C1=CC=CC=C1 (1-(diphenylmethyl)azetidin-3-yl methanesulfonate), C([O-])([O-])=O.[Cs+].[Cs+] (cesium carbonate). Run in CN(C)C=O (DMF). Reaction conditions: temperature 100 celsius, time 12 hour. Yields the product C1(=CC=CC=C1)C(N1CC(C1)N1N=C(C(C(=C1)OC)=O)C1=CC=NN1C1=CC=CC=C1)C1=CC=CC=C1 (1-[1-(diphenylmethyl)azetidin-3-yl]-5-methoxy-3-(1-phenyl-1H-pyrazol-5-yl)pyridazin-4(1H)-one). The yield is 9.6%. RXN SMILES: [CH3:1][O:2][C:3]1[C:4]([OH:20])=[C:5]([C:9]2[N:13]([C:14]3[CH:19]=[CH:18][CH:17]=[CH:16][CH:15]=3)[N:12]=[CH:11][CH:10]=2)[N:6]=[N:7][CH:8]=1.CS(O[CH:26]1[CH2:29][N:28]([CH:30]([C:37]2[CH:42]=[CH:41][CH:40]=[CH:39][CH:38]=2)[C:31]2[CH:36]=[CH:35][CH:34]=[CH:33][CH:32]=2)[CH2:27]1)(=O)=O.C(=O)([O-])[O-].[Cs+].[Cs+].O>CN(C=O)C>[C:31]1([CH:30]([C:37]2[CH:42]=[CH:41][CH:40]=[CH:39][CH:38]=2)[N:28]2[CH2:29][CH:26]([N:7]3[CH:8]=[C:3]([O:2][CH3:1])[C:4](=[O:20])[C:5]([C:9]4[N:13]([C:14]5[CH:19]=[CH:18][CH:17]=[CH:16][CH:15]=5)[N:12]=[CH:11][CH:10]=4)=[N:6]3)[CH2:27]2)[CH:32]=[CH:33][CH:34]=[CH:35][CH:36]=1 |f:2.3.4|. Reported procedure: A suspension of 5-methoxy-3-(1-phenyl-1H-pyrazol-5-yl)pyridazin-4-ol (200 mg), 1-(diphenylmethyl)azetidin-3-yl methanesulfonate (354 mg) and cesium carbonate (729 mg) in DMF (5 mL) was stirred at 100° C. for 12 hr, and water was added. The reaction mixture was extracted with ethyl acetate, the extract was dried over anhydrous magnesium sulfate, and concentrated under reduced pressure. The residue was purified by silica gel column chromatography (hexane/ethyl acetate) to give the title compound (... Reactants: C(CCC)[Sn](C=1N=CN(C1)C(C1=CC=CC=C1)(C1=CC=CC=C1)C1=CC=CC=C1)(CCCC)CCCC (4-Tributylstannyl-1-trityl-1H-imidazole), ClC1=NC=C(C=C1)F (2-Chloro-5-fluoropyridine), tetrakis(triphenylphoshine)palladium (0). Solvent: C1(=CC=CC=C1)C (toluene). The product is FC=1C=CC(=NC1)C=1N=CN(C1)C(C1=CC=CC=C1)(C1=CC=CC=C1)C1=CC=CC=C1 (4-(5-Fluoro-2-pyridyl)-1-trityl-1H-imidazole). Yield: 34.0%. RXN SMILES: C([Sn](CCCC)(CCCC)[C:6]1[N:7]=[CH:8][N:9]([C:11]([C:24]2[CH:29]=[CH:28][CH:27]=[CH:26][CH:25]=2)([C:18]2[CH:23]=[CH:22][CH:21]=[CH:20][CH:19]=2)[C:12]2[CH:17]=[CH:16][CH:15]=[CH:14][CH:13]=2)[CH:10]=1)CCC.Cl[C:39]1[CH:44]=[CH:43][C:42]([F:45])=[CH:41][N:40]=1>C1(C)C=CC=CC=1>[F:45][C:42]1[CH:43]=[CH:44][C:39]([C:6]2[N:7]=[CH:8][N:9]([C:11]([C:24]3[CH:29]=[CH:28][CH:27]=[CH:26][CH:25]=3)([C:12]3[CH:17]=[CH:16][CH:15]=[CH:14][CH:13]=3)[C:18]3[CH:19]=[CH:20][CH:21]=[CH:22][CH:23]=3)[CH:10]=2)=[N:40][CH:41]=1. Reported procedure: To the solution of 4-Tributylstannyl-1-trityl-1H-imidazole (1.00 g, 1.67 mmol) in toluene (10 ml) added 2-Chloro-5-fluoropyridine (0.31 g, 2.38 mmol) and tetrakis(triphenylphoshine)palladium (0) (0.19 g, 0.17 mmol), sequentially. The resulting brownish yellow reaction mixture was heated at reflux under argon overnight. The reaction mixture was cooled to room temperature and concentrated in-vacuo. The residue was purified on silica gel using 30% diethyl ether in hexanes to isolate 4-(5-Fluoro-2-p... Starting materials: C(C)(C)(C)OC(=O)N1[C@@H](CC(C1)=NOCC)C(=O)O ((2S,4EZ)-1-(tert-butoxycarbonyl)-4-(ethoxyimino)-2-pyrrolidinecarboxylic acid), N(=C=O)C1=CC(=CC=C1)OC (1-isocyanato-3-methoxybenzene), C(C)N1C2=CC=CC=C2C=2C=C(C=CC12)N (9-ethyl-9H-carbazol-3-amine). Product: C(C)ON=C1C[C@H](N(C1)C(=O)NC1=CC(=CC=C1)OC)C(=O)NC=1C=CC=2N(C3=CC=CC=C3C2C1)CC ((2S,4EZ)-4-(ethoxyimino)-N2-(9-ethyl-9H-carbazol-3-yl)-N1-(3-methoxyphenyl)-1,2-pyrrolidinedicarboxamide). Reaction SMILES: C(O[C:6]([N:8]1[CH2:12][C:11](=[N:13][O:14][CH2:15][CH3:16])[CH2:10][C@H:9]1[C:17]([OH:19])=O)=[O:7])(C)(C)C.[N:20]([C:23]1[CH:28]=[CH:27][CH:26]=[C:25]([O:29][CH3:30])[CH:24]=1)=C=O.[CH2:31]([N:33]1[C:45]2[CH:44]=[CH:43][C:42]([NH2:46])=[CH:41][C:40]=2[C:39]2[C:34]1=[CH:35][CH:36]=[CH:37][CH:38]=2)[CH3:32]>>[CH2:15]([O:14][N:13]=[C:11]1[CH2:12][N:8]([C:6]([NH:20][C:23]2[CH:28]=[CH:27][CH:26]=[C:25]([O:29][CH3:30])[CH:24]=2)=[O:7])[C@H:9]([C:17]([NH:46][C:42]2[CH:43]=[CH:44][C:45]3[N:33]([CH2:31][CH3:32])[C:34]4[C:39]([C:40]=3[CH:41]=2)=[CH:38][CH:37]=[CH:36][CH:35]=4)=[O:19])[CH2:10]1)[CH3:16]. Reported procedure: Following the general method as outlined in Example 22, starting from (2S,4EZ)-1-(tert-butoxycarbonyl)-4-(ethoxyimino)-2-pyrrolidinecarboxylic acid, 1-isocyanato-3-methoxybenzene, and 9-ethyl-9H-carbazol-3-amine the title compound was obtained in 60% purity by LC/MS. MS(ESI+): m/z=514.4. Reactants: C(C)I (Ethyl iodide), CC1(C(=NC=2C=CC3=C(C12)C=CC=C3)C)C (1,1,2-trimethylbenz[e]indole). Run in C(C)#N (acetonitrile). The product is [I-].CC1(C(=[N+](C=2C=CC3=C(C12)C=CC=C3)CC)C)C (1,1,2-Trimethyl-3-ethylbenz[e]indolium Iodide). Yield: 91.3%. Reaction SMILES: [CH2:1]([I:3])[CH3:2].[CH3:4][C:5]1([CH3:19])[C:13]2[C:12]3[CH:14]=[CH:15][CH:16]=[CH:17][C:11]=3[CH:10]=[CH:9][C:8]=2[N:7]=[C:6]1[CH3:18]>C(#N)C>[I-:3].[CH3:4][C:5]1([CH3:19])[C:13]2[C:12]3[CH:14]=[CH:15][CH:16]=[CH:17][C:11]=3[CH:10]=[CH:9][C:8]=2[N+:7]([CH2:1][CH3:2])=[C:6]1[CH3:18] |f:3.4|. Procedure: Ethyl iodide (1.1 g, 7.2 mmol) was added to an acetonitrile solution (40 ml) of 1,1,2-trimethylbenz[e]indole (1) (1.0 g, 4.8 mmol, Daiichi Pure Chemicals Co., Ltd.), and then the mixture was heated under reflux for 2 days. The reaction mixture was concentrated under reduced pressure, and ether (80 ml) was added to the residue. The resulting solid was repeatedly washed with ether to obtain the title compound (2) as a dark violet solid (1.6 g, 91%). mp. 213-218° C. (decomposition).